This data is from the Open Reaction Database (ORD), a public repository of structured organic reaction records. The task is: describe an organic reaction: reactants, conditions, products, and yield The reactants are C[Si](N[Si](C)(C)C)(C)C (Hexamethyldisilazane), ClC1=C(C=CC=C1)S (2-chlorobenzenethiol), CS(=O)C (DMSO). The solvent is C(C)#N (acetonitrile). Product: ClC1=C(C=CC=C1)SSC1=C(C=CC=C1)Cl (1,1′-dithiobis(2-chlorobenzene)). Reaction SMILES: C[Si](C)(C)N[Si](C)(C)C.[Cl:10][C:11]1[CH:16]=[CH:15][CH:14]=[CH:13][C:12]=1[SH:17].C[S:19]([CH3:21])=O>C(#N)C>[Cl:10][C:11]1[CH:16]=[CH:15][CH:14]=[CH:13][C:12]=1[S:17][S:19][C:21]1[CH:15]=[CH:14][CH:13]=[CH:12][C:11]=1[Cl:10]. Procedure: Hexamethyldisilazane (4.4 ml) was added to a stirred solution of 2-chlorobenzenethiol (2.0 ml) and DMSO (3.7 ml) in dry acetonitrile at room temperature. After 2 h the white precipitate was filtered and washed (cold acetonitrile) to give the sub-title compound as a white solid (2.27 g). Starting materials: [H-].[Na+] (sodium hydride), O1CCCC1 (tetrahydrofuran), C(C1=CC=CC=C1)(=O)C=1NC=CC1 (2-benzoylpyrrole), O1CCCC1 (tetrahydrofuran). Yields the product [Na]N1C(=CC=C1)C(C1=CC=CC=C1)=O (1-sodio-2-benzoylpyrrole), C1(CCCO1)=O (gamma-Butyrolactone). As a reaction SMILES: [C:1]([C:9]1[NH:10][CH:11]=[CH:12][CH:13]=1)(=[O:8])[C:2]1[CH:7]=[CH:6][CH:5]=[CH:4][CH:3]=1.[H-].[Na+:15].[O:16]1[CH2:20][CH2:19][CH2:18][CH2:17]1>>[Na:15][N:10]1[CH:11]=[CH:12][CH:13]=[C:9]1[C:1](=[O:8])[C:2]1[CH:3]=[CH:4][CH:5]=[CH:6][CH:7]=1.[C:20]1(=[O:8])[O:16][CH2:17][CH2:18][CH2:19]1 |f:1.2|. Reported procedure: A solution of 2-benzoylpyrrole (II, 20.0 g, 117 mmoles) in 50 mL of anhydrous tetrahydrofuran was added dropwise to a nitrogen blanketed stirred suspension of sodium hydride (129 mmoles) in 300 mL of anhydrous tetrahydrofuran over the course of 30 minutes. The reaction mixture was stirred under a nitrogen atmosphere for 1 hour after which gas evolution had ceased. The tetrahydrofuran was then evaporated under reduced pressure to leave the 1-sodio-2-benzoylpyrrole as a yellow solid gamma-Butyrola... Conditions: time 3.5 hour. Starting materials: CCOC(=O)C (EtOAc), O1CCN(CC1)C=1C=2N(C(=CN1)C=1C=NN(C1)CC(=O)OCC)C=C(N2)C#CC2=NC1=CC=CC=C1C=C2 (Ethyl 2-(4-(8-morpholino-2-(quinolin-2-ylethynyl)imidazo[1,2-a]pyrazin-5-yl)-1H-pyrazol-1-yl)acetate), [OH-].[Na+] (NaOH), Cl (hydrochloric acid). Reported procedure: To a solution of compound 80c (43.4 mg, 0.0860 mmol) in THF (2 mL) and EtOH (2 mL) was added 1N NaOH (1.00 mL, 1.00 mmol) and the resulting mixture was stirred at rt for 3.5 h. The solvents were removed under reduced pressure. The residue obtained was treated with EtOAc (20 mL) and water (20 mL). The resulting mixture was neutralized with 2N hydrochloric acid. The EtOAc layer was separated and the aqueous layer was extracted with EtOAc (20 mL). The combined organic layers were dried over Na2SO4,... Run in O (water), C1CCOC1 (THF), CCO (EtOH). RXN SMILES: [O:1]1[CH2:6][CH2:5][N:4]([C:7]2[C:8]3[N:9]([CH:24]=[C:25]([C:27]#[C:28][C:29]4[CH:38]=[CH:37][C:36]5[C:31](=[CH:32][CH:33]=[CH:34][CH:35]=5)[N:30]=4)[N:26]=3)[C:10]([C:13]3[CH:14]=[N:15][N:16]([CH2:18][C:19]([O:21]CC)=[O:20])[CH:17]=3)=[CH:11][N:12]=2)[CH2:3][CH2:2]1.[OH-].[Na+].CCOC(C)=O.Cl>C1COCC1.CCO.O>[O:1]1[CH2:6][CH2:5][N:4]([C:7]2[C:8]3[N:9]([CH:24]=[C:25]([C:27]#[C:28][C:29]4[CH:38]=[CH:37][C:36]5[C:31](=[CH:32][CH:33]=[CH:34][CH:35]=5)[N:30]=4)[N:26]=3)[C:10]([C:13]3[CH:14]=[N:15][N:16]([CH2:18][C:19]([OH:21])=[O:20])[CH:17]=3)=[CH:11][N:12]=2)[CH2:3][CH2:2]1 |f:1.2|. The product is O1CCN(CC1)C=1C=2N(C(=CN1)C=1C=NN(C1)CC(=O)O)C=C(N2)C#CC2=NC1=CC=CC=C1C=C2 (2-(4-(8-Morpholino-2-(quinolin-2-ylethynyl)imidazo[1,2-a]pyrazin-5-yl)-1H-pyrazol-1-yl)acetic acid). Reactants: C(C1=CC=CC=C1)N1N=C2C=CC3=C(C2=C1)CC(C3=O)(CCC(C)=O)CCF (2-benzyl-7-(2-fluoroethyl)-7-(3-oxobutyl)-7,8-dihydrocyclopenta[e]indazol-6(2H)-one), N1CCCC1 (pyrrolidine), C(C)(=O)O (acetic acid). The solvent is C1(=CC=CC=C1)C (toluene), CCCCCCC.ClCCl (heptane dichloromethane). Reaction conditions: temperature 90 celsius, time 15 hour. Product: C(C1=CC=CC=C1)N1N=C2C=CC3=C(C2=C1)CC1(CCC(C=C13)=O)CCF (2-benzyl-9a-(2-fluoroethyl)-8,9,9a,10-tetrahydroindeno[2,1-e]indazol-7(2H) -one). Reaction SMILES: [CH2:1]([N:8]1[CH:16]=[C:15]2[C:10]([CH:11]=[CH:12][C:13]3[C:19](=O)[C:18]([CH2:26][CH2:27][F:28])([CH2:21][CH2:22][C:23](=[O:25])[CH3:24])[CH2:17][C:14]=32)=[N:9]1)[C:2]1[CH:7]=[CH:6][CH:5]=[CH:4][CH:3]=1.N1CCCC1.C(O)(=O)C>C1(C)C=CC=CC=1.CCCCCCC.ClCCl>[CH2:1]([N:8]1[CH:16]=[C:15]2[C:10]([CH:11]=[CH:12][C:13]3[C:19]4[C:18]([CH2:26][CH2:27][F:28])([CH2:21][CH2:22][C:23](=[O:25])[CH:24]=4)[CH2:17][C:14]=32)=[N:9]1)[C:2]1[CH:7]=[CH:6][CH:5]=[CH:4][CH:3]=1 |f:4.5|. Reported procedure: To a solution of 2-benzyl-7-(2-fluoroethyl)-7-(3-oxobutyl)-7,8-dihydrocyclopenta[e]indazol-6(2H)-one (10.8 g, 28.6 mmol) in 300 mL of toluene were added pyrrolidine (2.4 mL, 28.6 mmol) and acetic acid (1.64 mL, 28.6 mmol) and the solution was heated at 90° C. under nitrogen. After 15 hours, the solution was cooled to room temperature and partitioned between EtOAc and water. The organic phase was washed with 5% aqueous NaHCO3 and brine and dried over MgSO4. Evaporation of the solvent under vacuum... The reactants are N1=C(C=CC=C1)S (2-pyridinethiol), ClC1=CC=C(C=O)C=C1 (4-chlorobenzaldehyde), C([O-])([O-])=O.[K+].[K+] (potassium carbonate). Solvent: CN(P(=O)(N(C)C)N(C)C)C (hexamethylphosphoramide). Conditions: temperature 140 celsius. The product is N1=C(C=CC=C1)SC1=CC=C(C=O)C=C1 (4-(2-pyridylthio)benzaldehyde). Isolated yield 42.2%. Reaction SMILES: [N:1]1[CH:6]=[CH:5][CH:4]=[CH:3][C:2]=1[SH:7].Cl[C:9]1[CH:16]=[CH:15][C:12]([CH:13]=[O:14])=[CH:11][CH:10]=1.C(=O)([O-])[O-].[K+].[K+]>CN(C)P(N(C)C)(N(C)C)=O>[N:1]1[CH:6]=[CH:5][CH:4]=[CH:3][C:2]=1[S:7][C:9]1[CH:16]=[CH:15][C:12]([CH:13]=[O:14])=[CH:11][CH:10]=1 |f:2.3.4|. Reported procedure: A mixture of 18.4 g of 2-pyridinethiol, 23.2 g of 4-chlorobenzaldehyde, 40 g of potassium carbonate and 100 ml of hexamethylphosphoramide was heated at a temperature of 140° C. for 4 hours. After cooling, the mixture was filtered and the filtrate was concentrated. The resulting oily substance was dissolved in diethyl ether and the solution was washed successively with an aqueous solution of sodium hydroxide and water, and dried over magnesium sulfate. The solvent was distilled off and the result... Starting materials: OB(O)O, O=C(Cl)OCc1ccccc1, CC(N)C(=O)O, [Na+], [Na+], [Na+], [OH-], O, O, O, O, O, O, O, O, O, NC(Cc1ccc(O)c(O)c1)C(=O)O, OB1O[B-]2(O)OB(O)O[B-](O)(O1)O2, [OH]. Product: O=C(NC(Cc1ccc(O)c(O)c1)C(=O)O)OCc1ccccc1. Reaction SMILES: [B:40]([OH:41])([OH:42])[OH:43].[CH2:51]([c:52]1[cH:53][cH:54][cH:55][cH:56][cH:57]1)[O:58][C:59](=[O:60])[Cl:61].[CH3:45][CH:46]([C:47](=[O:48])[OH:49])[NH2:50].[Na+:15].[Na+:16].[Na+:39].[OH-:38].[OH2:17].[OH2:18].[OH2:19].[OH2:20].[OH2:21].[OH2:22].[OH2:23].[OH2:24].[OH2:62].[OH:1][c:2]1[cH:3][c:4]([CH2:9][CH:10]([NH2:11])[C:12](=[O:13])[OH:14])[cH:5][cH:6][c:7]1[OH:8].[OH:25][B:26]1[O:27][B-:28]2([OH:37])[O:29][B-:30]([OH:35])([O:31][B:32]([OH:34])[O:33]2)[O:36]1.[OH:44]>>[OH:1][c:2]1[cH:3][c:4]([CH2:9][CH:10]([NH:11][C:59]([O:58][CH2:51][c:52]2[cH:53][cH:54][cH:55][cH:56][cH:57]2)=[O:60])[C:12](=[O:13])[OH:14])[cH:5][cH:6][c:7]1[OH:8]. Starting materials: NC1=C2C(=NC=3CCN(C(C13)=O)CC#C)N(N=C2)C=C (4-amino-7,8-dihydro-6-(prop-2-ynyl)-1-vinyl-1H-pyrazolo[3,4-b][1,6]napthyridin-5(6H)-one), Cl (HCl), C([O-])([O-])=O.[Na+].[Na+] (sodium carbonate), O (water). Run in C(C)#N (acetonitrile). The product is NC1=C2C(=NC=3CCN(C(C13)=O)CC#C)NN=C2 (4-amino-7,8-dihydro-6-(prop-2-ynyl)-1H-pyrazolo[3,4-b][1,6]napthyridin-5(6H)-one). Isolated yield 72.0%. As a reaction SMILES: [NH2:1][C:2]1[C:11]2[C:10](=[O:12])[N:9]([CH2:13][C:14]#[CH:15])[CH2:8][CH2:7][C:6]=2[N:5]=[C:4]2[N:16](C=C)[N:17]=[CH:18][C:3]=12.Cl.O.C(=O)([O-])[O-].[Na+].[Na+]>C(#N)C>[NH2:1][C:2]1[C:11]2[C:10](=[O:12])[N:9]([CH2:13][C:14]#[CH:15])[CH2:8][CH2:7][C:6]=2[N:5]=[C:4]2[NH:16][N:17]=[CH:18][C:3]=12 |f:3.4.5|. Procedure details: To a mechanically stirred solution of 4-amino-7,8-dihydro-6-(prop-2-ynyl)-1-vinyl-1H-pyrazolo[3,4-b][1,6]napthyridin-5(6H)-one (1.91 g.) in dry acetonitrile (35 ml.) under a nitrogen atmosphere was added freshly prepared 6N aqueous HCl (11.65 ml.) at room temperature. The resulting suspension was heated under reflux for three hours, followed by cooling to room temperature and addition of water. The reaction mixture was made basic with aqueous saturated sodium carbonate and extracted with EtOAc. ... Reactants: COC(=O)c1ncnc(O)c1OCc1ccccc1, CO, Cl, [Na+], [OH-]. The product is O=C(O)c1ncnc(O)c1OCc1ccccc1. Reaction SMILES: [CH2:3]([c:4]1[cH:5][cH:6][cH:7][cH:8][cH:9]1)[O:10][c:11]1[c:12]([C:18](=[O:19])[O:20][CH3:21])[n:13][cH:14][n:15][c:16]1[OH:17].[CH3:23][OH:24].[ClH:22].[Na+:2].[OH-:1]>>[CH2:3]([c:4]1[cH:5][cH:6][cH:7][cH:8][cH:9]1)[O:10][c:11]1[c:12]([C:18](=[O:19])[OH:20])[n:13][cH:14][n:15][c:16]1[OH:17]. Starting materials: CCOC(=O)N(Cc1ccccc1)c1cc(C(F)(F)F)nc(Cl)c1[N+](=O)[O-], N, C1CCOC1, [OH-]. Product: CCOC(=O)N(Cc1ccccc1)c1cc(C(F)(F)F)nc(N)c1[N+](=O)[O-]. Reaction SMILES: [CH2:1]([CH3:2])[O:3][C:4]([N:5]([CH2:6][c:7]1[cH:8][cH:9][cH:10][cH:11][cH:12]1)[c:13]1[c:14]([N+:24](=[O:25])[O-:26])[c:15]([Cl:23])[n:16][c:17]([C:19]([F:20])([F:21])[F:22])[cH:18]1)=[O:27].[NH3:29].[O:30]1[CH2:31][CH2:32][CH2:33][CH2:34]1.[OH-:28]>>[CH2:1]([CH3:2])[O:3][C:4]([N:5]([CH2:6][c:7]1[cH:8][cH:9][cH:10][cH:11][cH:12]1)[c:13]1[c:14]([N+:24](=[O:25])[O-:26])[c:15]([NH2:29])[n:16][c:17]([C:19]([F:20])([F:21])[F:22])[cH:18]1)=[O:27]. The reactants are CN(C)C=O (DMF), C(CCC)[Li] (Butyl lithium), CSC=1C2=C(N=CN1)C=CO2 (4-(methylthio)furo[3,2-d]pyrimidine), CSC=1C2=C(N=CN1)C=CO2 (4-(methylthio)furo[3,2-d]pyrimidine), [Cl-].[NH4+] (ammonium chloride). Solvent: C1CCOC1 (THF). Run at time 5 minute. Product: CSC=1C2=C(N=CN1)C=C(O2)C=O (4-(Methylthio)furo[3,2-d]pyrimidine-6-carbaldehyde). As a reaction SMILES: C([Li])CCC.[CH3:6][S:7][C:8]1[C:9]2[O:16][CH:15]=[CH:14][C:10]=2[N:11]=[CH:12][N:13]=1.CN([CH:20]=[O:21])C.[Cl-].[NH4+]>C1COCC1>[CH3:6][S:7][C:8]1[C:9]2[O:16][C:15]([CH:20]=[O:21])=[CH:14][C:10]=2[N:11]=[CH:12][N:13]=1 |f:3.4|. Procedure details: Butyl lithium (as 1.6 M in hexanes, 7 mL) was added to a solution of 4-(methylthio)furo[3,2-d]pyrimidine (Intermediate 85) (1.21 g) in THF (25 mL) at −70° C. The reaction was stirred for 5 minutes, DMF (5 mL) added, and the reaction mixture allowed to warm to ambient temperature. 30% Saturated ammonium chloride solution (50 mL) was added and the mixture extracted into EtOAc (3×50 mL). The combined organics were washed with 50% saturated sodium carbonate solution (50 mL), water (50 mL), dried and...